This data is from the Open Reaction Database (ORD), a public repository of structured organic reaction records. The task is: describe an organic reaction: reactants, conditions, products, and yield The reactants are CN1N=C(N=N1)C1=CC(=CC=C1)[N+](=O)[O-] (2-Methyl-5-(3-nitrophenyl)-2H-tetrazole), ice water, [OH-].[Na+] (sodium hydroxide), SnCl2 dihydrate. The solvent is C(C)O (ethanol). Product: CN1N=C(N=N1)C=1C=C(N)C=CC1 (3-(2-methyl-2H-tetrazol-5-yl)aniline). Reaction SMILES: [CH3:1][N:2]1[N:6]=[N:5][C:4]([C:7]2[CH:12]=[CH:11][CH:10]=[C:9]([N+:13]([O-])=O)[CH:8]=2)=[N:3]1.[OH-].[Na+]>C(O)C>[CH3:1][N:2]1[N:6]=[N:5][C:4]([C:7]2[CH:8]=[C:9]([CH:10]=[CH:11][CH:12]=2)[NH2:13])=[N:3]1 |f:1.2|. Procedure details: 2-Methyl-5-(3-nitrophenyl)-2H-tetrazole (2.12 g, 10 mmol) was added ethanol (50 mL) and heated to reflux. At reflux, the mixture was added SnCl2 dihydrate (11.6 g, 52 mmol) and the mixture was heated at reflux for 2 hours. After cooling, the mixture was poured into ice/water (200 mL) and neutralised (to pH 7) with 1 N sodium hydroxide. The mixture was filtered through celite, and the filter cake was washed with ethyl acetate. For the combined filtrate and washings the phases were separated and t... Starting materials: exo,exo-2,5-norbornanedicarboxaldehyde, endo,endo-2,5-norbornanedicarboxaldehyde, exo,endo-2,6-norbornanedicarboxaldehyde, C1=CC=CC1 (cyclopentadiene), C(=O)C=C (acrolein), exo,exo-2,6-norbornanedicarboxaldehyde, exo,endo-2,5-norbornanedicarboxaldehyde, endo,endo-2,6-norbornanedicarboxaldehyde. Yields the product C12C=CC(C(C1)C=O)C2 (2-norbornene-5-carboxaldehyde). As a reaction SMILES: [CH:1]([CH:3]=[CH2:4])=[O:2].[CH:5]1[CH2:9][CH:8]=[CH:7][CH:6]=1>>[CH:6]12[CH2:5][CH:9]([CH:3]([CH:1]=[O:2])[CH2:4]1)[CH:8]=[CH:7]2. Reported procedure: The exo,exo-2,5-norbornanedicarboxaldehyde; exo,exo-2,6-norbornanedicarboxaldehyde; exo,endo-2,5-norbornanedicarboxaldehyde; exo,endo-2,6-norbornanedicarboxaldehyde; endo,endo-2,5-norbornanedicarboxaldehyde; and endo,endo-2,6-norbornanedicarboxaldehyde product (endo and exo mixture) can be prepared by a process comprising reacting acrolein and cyclopentadiene in a Diels-Alder reaction to give a 2-norbornene-5-carboxaldehyde, and hydroformylating the 2-norbornene-5-carboxaldehyde. Starting materials: N1([C@H](C(=O)N[C@@H](CC2=CC=CC=C2)C(=O)N[C@@H](CC2=CC=CC=C2)C(=O)NCC(=O)N[C@@H](CC(C)C)C(=O)N[C@H](CCSC)C(=O)N)CCC1)C(=O)OC(C)(C)C (BocPro-Phe-Phe-Gly-Leu-DMetNH2), Cl (hydrogen chloride). Solvent: C(C)(=O)O (acetic acid). Product: N1[C@H](C(=O)N[C@@H](CC2=CC=CC=C2)C(=O)N[C@@H](CC2=CC=CC=C2)C(=O)NCC(=O)N[C@@H](CC(C)C)C(=O)N[C@H](CCSC)C(=O)N)CCCC1 (HPro-Phe-Phe-Gly-Leu-DMetNH2). Reaction SMILES: [N:1]1([C:51](OC(C)(C)C)=O)[CH2:50][CH2:49][CH2:48][C@H:2]1[C:3]([NH:5][C@H:6]([C:14]([NH:16][C@H:17]([C:25]([NH:27][CH2:28][C:29]([NH:31][C@H:32]([C:37]([NH:39][C@@H:40]([C:45]([NH2:47])=[O:46])[CH2:41][CH2:42][S:43][CH3:44])=[O:38])[CH2:33][CH:34]([CH3:36])[CH3:35])=[O:30])=[O:26])[CH2:18][C:19]1[CH:24]=[CH:23][CH:22]=[CH:21][CH:20]=1)=[O:15])[CH2:7][C:8]1[CH:13]=[CH:12][CH:11]=[CH:10][CH:9]=1)=[O:4].Cl>C(O)(=O)C>[NH:1]1[CH2:51][CH2:50][CH2:49][CH2:48][C@H:2]1[C:3]([NH:5][C@H:6]([C:14]([NH:16][C@H:17]([C:25]([NH:27][CH2:28][C:29]([NH:31][C@H:32]([C:37]([NH:39][C@@H:40]([C:45]([NH2:47])=[O:46])[CH2:41][CH2:42][S:43][CH3:44])=[O:38])[CH2:33][CH:34]([CH3:36])[CH3:35])=[O:30])=[O:26])[CH2:18][C:19]1[CH:24]=[CH:23][CH:22]=[CH:21][CH:20]=1)=[O:15])[CH2:7][C:8]1[CH:13]=[CH:12][CH:11]=[CH:10][CH:9]=1)=[O:4]. Procedure: Condensation of BocPro-Phe-PheNHNH2 (Example 1, 1.93 g.) and HGly-Leu-DMetNH2 (1.31 g.) by the acyl azide method (Yajima et al., Chem. Pharm. Bull., vol. 19, p. 1900, 1971) gave BocPro-Phe-Phe-Gly-Leu-DMetNH2 in 60% yield. De-t-butoxycarbonylation of BocPro-Phe-Phe-Gly-Leu-DMetNH2 (1.6 g.) using hydrogen chloride in acetic acid gave HPro-Phe-Phe-Gly-Leu-DMetNH2, which was isolated as the amorphous white solid phosphate (1:1) slat sesquihydrate in 72% yield. The reactants are [Al], O=C1CCC(=O)N1Br, CN(C)C=O, Nc1ccc(Cc2ccncc2)cc1, O. Product: Nc1ccc(Cc2ccncc2)cc1Br. As a reaction SMILES: [Al:29].[Br:1][N:2]1[C:3](=[O:4])[CH2:5][CH2:6][C:7]1=[O:8].[CH3:24][N:25]([CH3:26])[CH:27]=[O:28].[NH2:9][c:10]1[cH:11][cH:12][c:13]([CH2:14][c:15]2[cH:16][cH:17][n:18][cH:19][cH:20]2)[cH:21][cH:22]1.[OH2:23]>>[Br:1][c:11]1[c:10]([NH2:9])[cH:22][cH:21][c:13]([CH2:14][c:15]2[cH:16][cH:17][n:18][cH:19][cH:20]2)[cH:12]1. The reactants are C(C)(C)(C)OC(=O)NCC1=CC=C(S1)CC(=O)N[C@H]1[C@@H]2N(C(=C(CS2)C(C)SC2=NN=NN2)C(=O)O)C1=O (7β-[2-(5-tert.-butoxycarbonylaminomethyl-2-thienyl)-acetylamino]-3-(1-methyl-5-tetrazolylthiomethyl)-3-cephem-4-carboxylic acid), C1(=CC=CC=C1)C(=[N+]=[N-])C1=CC=CC=C1 (diphenyldiazomethane). Run in O1CCOCC1 (dioxane). Run at time 12 hour. Product: C1(=CC=CC=C1)C(C1=CC=CC=C1)OC(=O)C1=C(CS[C@H]2N1C([C@H]2NC(CC=2SC(=CC2)CNC(=O)OC(C)(C)C)=O)=O)C(C)SC2=NN=NN2 (7β-[2-(5-tert.-butoxycarbonylaminomethyl-2-thienyl)-acetylamino]-3-(1-methyl-5-tetrazolylthiomethyl)-3-cephem-4-carboxylic acid diphenylmethyl ester). RXN SMILES: [C:1]([O:5][C:6]([NH:8][CH2:9][C:10]1[S:14][C:13]([CH2:15][C:16]([NH:18][C@@H:19]2[C:37](=[O:38])[N:21]3[C:22]([C:34]([OH:36])=[O:35])=[C:23]([CH:26]([S:28][C:29]4[NH:33][N:32]=[N:31][N:30]=4)[CH3:27])[CH2:24][S:25][C@H:20]23)=[O:17])=[CH:12][CH:11]=1)=[O:7])([CH3:4])([CH3:3])[CH3:2].[C:39]1([C:45]([C:48]2[CH:53]=[CH:52][CH:51]=[CH:50][CH:49]=2)=[N+]=[N-])[CH:44]=[CH:43][CH:42]=[CH:41][CH:40]=1>O1CCOCC1>[C:39]1([CH:45]([O:35][C:34]([C:22]2[N:21]3[C:37](=[O:38])[C@@H:19]([NH:18][C:16](=[O:17])[CH2:15][C:13]4[S:14][C:10]([CH2:9][NH:8][C:6]([O:5][C:1]([CH3:2])([CH3:3])[CH3:4])=[O:7])=[CH:11][CH:12]=4)[C@H:20]3[S:25][CH2:24][C:23]=2[CH:26]([S:28][C:29]2[NH:30][N:31]=[N:32][N:33]=2)[CH3:27])=[O:36])[C:48]2[CH:49]=[CH:50][CH:51]=[CH:52][CH:53]=2)[CH:44]=[CH:43][CH:42]=[CH:41][CH:40]=1. Procedure: The product, containing 7β-[2-(5-tert.-butoxycarbonylaminomethyl-2-thienyl)-acetylamino]-3-(1-methyl-5-tetrazolylthiomethyl)-3-cephem-4-carboxylic acid, is dissolved in 30 ml of dioxane, 1.5 g of diphenyldiazomethane are added to the solution and the mixture is stirred for 12 hours at room temperature and then concentrated. After crystallisation from a mixture of methyl acetate and diethyl ether, the residue gives 7β-[2-(5-tert.-butoxycarbonylaminomethyl-2-thienyl)-acetylamino]-3-(1-methyl-5-tet... Starting materials: ClCCl, Cc1cccc(N=C=O)c1, NC1N=C(c2ccccc2F)c2ccccc2N(Cc2cccnc2)C1=O. Yields the product Cc1cccc(NC(=O)NC2N=C(c3ccccc3F)c3ccccc3N(Cc3cccnc3)C2=O)c1. Reaction SMILES: [CH2:38]([Cl:39])[Cl:40].[CH3:28][c:29]1[cH:30][c:31]([N:35]=[C:36]=[O:37])[cH:32][cH:33][cH:34]1.[NH2:1][CH:2]1[C:3](=[O:27])[N:4]([CH2:20][c:21]2[cH:22][n:23][cH:24][cH:25][cH:26]2)[c:5]2[c:6]([cH:16][cH:17][cH:18][cH:19]2)[C:7]([c:9]2[c:10]([F:15])[cH:11][cH:12][cH:13][cH:14]2)=[N:8]1>>[NH:1]([CH:2]1[C:3](=[O:27])[N:4]([CH2:20][c:21]2[cH:22][n:23][cH:24][cH:25][cH:26]2)[c:5]2[c:6]([cH:16][cH:17][cH:18][cH:19]2)[C:7]([c:9]2[c:10]([F:15])[cH:11][cH:12][cH:13][cH:14]2)=[N:8]1)[C:36]([NH:35][c:31]1[cH:30][c:29]([CH3:28])[cH:34][cH:33][cH:32]1)=[O:37]. Reactants: E1, ClC=1C=C2N(C(N1)=O)CCN2C (7-chloro-1-methyl-2,3-dihydroimidazo[1,2-c]pyrimidin-5(1H)-one), [H-].[Na+] (sodium hydride), FC(C1=NC=CC(=C1)OC1=CC=C(C=C1)CO)(F)F ((4-((2-(trifluoromethyl)pyridin-4-yl)oxy)phenyl)methanol). Yields the product CN1CCN2C(N=C(C=C21)OCC2=CC=C(C=C2)OC2=CC(=NC=C2)C(F)(F)F)=O (1-methyl-7-((4-((2-(trifluoromethyl)pyridin-4-yl)oxy)benzyl)oxy)-2,3-dihydroimid-azo[1,2-c]pyrimidin-5(1H)-one). RXN SMILES: [H-].[Na+].[F:3][C:4]([F:21])([F:20])[C:5]1[CH:10]=[C:9]([O:11][C:12]2[CH:17]=[CH:16][C:15]([CH2:18][OH:19])=[CH:14][CH:13]=2)[CH:8]=[CH:7][N:6]=1.Cl[C:23]1[CH:24]=[C:25]2[N:32]([CH3:33])[CH2:31][CH2:30][N:26]2[C:27](=[O:29])[N:28]=1>>[CH3:33][N:32]1[C:25]2[N:26]([C:27](=[O:29])[N:28]=[C:23]([O:19][CH2:18][C:15]3[CH:16]=[CH:17][C:12]([O:11][C:9]4[CH:8]=[CH:7][N:6]=[C:5]([C:4]([F:3])([F:20])[F:21])[CH:10]=4)=[CH:13][CH:14]=3)[CH:24]=2)[CH2:30][CH2:31]1 |f:0.1|. Reported procedure: Prepared in a manner similar to that described for E1 using sodium hydride (4.85 mg, 0.121 mmol), (4-((2-(trifluoromethyl)pyridin-4-yl)oxy)phenyl)methanol (35 mg, 0.130 mmol) and 7-chloro-1-methyl-2,3-dihydroimidazo[1,2-c]pyrimidin-5(1H)-one (24.13 mg, 0.130 mmol).